The task is: describe an organic reaction: reactants, conditions, products, and yield. This data is from the Open Reaction Database (ORD), a public repository of structured organic reaction records. Reactants: COC=1C=C(N)C=CC1OC (3,4-Dimethoxyaniline), ClCCC(=O)Cl (β-chloropropionyl chloride). Solvent: C1=CC=CC=C1 (benzene). Run at time 5 hour. The product is COC=1C=C(C=CC1OC)NC(CCCl)=O (N-(3,4-dimethoxyphenyl)-β-chloropropionamide). RXN SMILES: [CH3:1][O:2][C:3]1[CH:4]=[C:5]([CH:7]=[CH:8][C:9]=1[O:10][CH3:11])[NH2:6].[Cl:12][CH2:13][CH2:14][C:15](Cl)=[O:16]>C1C=CC=CC=1>[CH3:1][O:2][C:3]1[CH:4]=[C:5]([NH:6][C:15](=[O:16])[CH2:14][CH2:13][Cl:12])[CH:7]=[CH:8][C:9]=1[O:10][CH3:11]. Procedure: 3,4-Dimethoxyaniline (0.3 mole), β-chloropropionyl chloride (0.35 mole) and benzene (100 ml) are charged into a glass reaction vessel equipped with a mechanical stirrer, thermometer and reflux condenser. The reaction mixture is heated at reflux with stirring for a period of about 5 hours. After this time the reaction mixture is cooled to room temperature and is washed with dilute aqueous sodium bicarbonate, with dilute hydrochloric acid and with water. The washed mixture is then dried over anhyd... The reactants are CO, CC1=CCC(C(=O)O)OC1. Yields the product CC1CCC(C(=O)O)OC1. Reaction SMILES: [CH3:11][OH:12].[CH3:1][C:2]1=[CH:3][CH2:4][CH:5]([C:8](=[O:9])[OH:10])[O:6][CH2:7]1>>[CH3:1][CH:2]1[CH2:3][CH2:4][CH:5]([C:8](=[O:9])[OH:10])[O:6][CH2:7]1. Reactants: ClC(=O)OCC(C)C (Isobutyl chloroformate), CN1CCOCC1 (N-methylmorpholine), ice, C(C)(C)(C)[Si](OCC#CC(=O)O)(C)C (4(tert-butyl-dimethyl-silanyloxy)-2-butynoic acid), NC=1C=C2C(=C(C=NC2=CC1)C#N)NC1=CC(=CC=C1)Br (6-amino-4-[(3-bromophenyl)amino]-3-quinolinecarbonitrile). Run in O1CCCC1 (tetrahydrofuran), C(C)(=O)OCC (ethyl acetate), O1CCCC1 (tetrahydrofuran), N1=CC=CC=C1 (pyridine). Run at time 30 minute. Product: BrC=1C=C(C=CC1)NC1=C(C=NC2=CC=C(C=C12)NC(C#CCO[Si](C)(C)C(C)(C)C)=O)C#N (N-[4-[(3-Bromophenyl)amino]-3-cyano-6-quinolinyl]-4-(tert-butyl-dimethyl-silanyloxy)-2-butynamide). Yield: 34.8%. Reaction SMILES: ClC(OCC(C)C)=O.CN1CCOCC1.[C:16]([Si:20]([CH3:29])([CH3:28])[O:21][CH2:22][C:23]#[C:24][C:25]([OH:27])=O)([CH3:19])([CH3:18])[CH3:17].[NH2:30][C:31]1[CH:32]=[C:33]2[C:38](=[CH:39][CH:40]=1)[N:37]=[CH:36][C:35]([C:41]#[N:42])=[C:34]2[NH:43][C:44]1[CH:49]=[CH:48][CH:47]=[C:46]([Br:50])[CH:45]=1>O1CCCC1.N1C=CC=CC=1.C(OCC)(=O)C>[Br:50][C:46]1[CH:45]=[C:44]([NH:43][C:34]2[C:33]3[C:38](=[CH:39][CH:40]=[C:31]([NH:30][C:25](=[O:27])[C:24]#[C:23][CH2:22][O:21][Si:20]([C:16]([CH3:17])([CH3:18])[CH3:19])([CH3:29])[CH3:28])[CH:32]=3)[N:37]=[CH:36][C:35]=2[C:41]#[N:42])[CH:49]=[CH:48][CH:47]=1. Procedure details: Isobutyl chloroformate(0.214 g, 1.57 mmol) and N-methylmorpholine(0.190 g, 1.88 mmol) were added to an ice cold solution of 0.336 g (1.57 mmol) of 4(tert-butyl-dimethyl-silanyloxy)-2-butynoic acid in 15 mL of tetrahydrofuran under N2. After stirring for 30 min, it was transferred to an additional funnel plugged with a glass wool and added dropwise to a solution of 0.4 g (1.18 mmol) of 6-amino-4-[(3-bromophenyl)amino]-3-quinolinecarbonitrile in 3 mL of tetrahydrofuran and 1.5 ml of pyridine. The ... Reactants: BrC=1C=C(C(=O)NC=2SC3=C(N2)C(=CC=C3C3OCCOC3)OC)C=CN1 ((+)-2-bromo-N-(7-[1,4]dioxan-2-yl-4-methoxy-benzothiazol-2-yl)-isonicotinamide), CS(=O)C (DMSO), C([O-])([O-])=O.[Cs+].[Cs+] (cesium carbonate), OC1CCNCC1 (4-hydroxypiperidine). Solvent: CN(C)C=O (DMF). Product: O1C(COCC1)C1=CC=C(C=2N=C(SC21)NC(=O)C2=CC(=NC=C2)N2CCC(CC2)O)OC ((+)-4-Hydroxy-3,4,5,6-tetrahydro-2H-[1,2′]bipyridinyl-4′-carboxylic acid (7-[1,4]dioxan-2-yl-4-methoxy-benzothiazol-2-yl)-amide). Reaction SMILES: Br[C:2]1[CH:3]=[C:4]([CH:25]=[CH:26][N:27]=1)[C:5]([NH:7][C:8]1[S:9][C:10]2[C:16]([CH:17]3[CH2:22][O:21][CH2:20][CH2:19][O:18]3)=[CH:15][CH:14]=[C:13]([O:23][CH3:24])[C:11]=2[N:12]=1)=[O:6].C(=O)([O-])[O-].[Cs+].[Cs+].[OH:34][CH:35]1[CH2:40][CH2:39][NH:38][CH2:37][CH2:36]1.CS(C)=O>CN(C=O)C>[O:18]1[CH2:19][CH2:20][O:21][CH2:22][CH:17]1[C:16]1[C:10]2[S:9][C:8]([NH:7][C:5]([C:4]3[CH:25]=[CH:26][N:27]=[C:2]([N:38]4[CH2:39][CH2:40][CH:35]([OH:34])[CH2:36][CH2:37]4)[CH:3]=3)=[O:6])=[N:12][C:11]=2[C:13]([O:23][CH3:24])=[CH:14][CH:15]=1 |f:1.2.3|. Reported procedure: From (+)-2-bromo-N-(7-[1,4]dioxan-2-yl-4-methoxy-benzothiazol-2-yl)-isonicotinamide with cesium carbonate and 4-hydroxypiperidine in DMF. [α]D20=+16.1° (c=0.35, DMSO), ES-MS m/e (%): 471 (M+H+, 100). The product is CN1Cc2ncnc(Oc3ccc4c(ccn4C(=O)Nc4cccc(C(F)(F)F)c4)c3)c2C1. The reactants are CC(=O)O[BH-](OC(C)=O)OC(C)=O, C=O, CC(=O)O, ClCCCl, ClCCl, [Na+], O, O=C(Nc1cccc(C(F)(F)F)c1)n1ccc2cc(Oc3ncnc4c3CNC4)ccc21. RXN SMILES: [C:39]([O:40][BH-:41]([O:42][C:43](=[O:44])[CH3:45])[O:46][C:47](=[O:48])[CH3:49])(=[O:50])[CH3:51].[CH2:33]=[O:34].[CH3:35][C:36](=[O:37])[OH:38].[Cl:53][CH2:54][CH2:55][Cl:56].[Cl:58][CH2:59][Cl:60].[Na+:52].[OH2:57].[n:1]1[cH:2][n:3][c:4]([O:10][c:11]2[cH:12][c:13]3[cH:14][cH:15][n:16]([C:20](=[O:21])[NH:22][c:23]4[cH:24][c:25]([C:29]([F:30])([F:31])[F:32])[cH:26][cH:27][cH:28]4)[c:17]3[cH:18][cH:19]2)[c:5]2[c:6]1[CH2:7][NH:8][CH2:9]2>>[n:1]1[cH:2][n:3][c:4]([O:10][c:11]2[cH:12][c:13]3[cH:14][cH:15][n:16]([C:20](=[O:21])[NH:22][c:23]4[cH:24][c:25]([C:29]([F:30])([F:31])[F:32])[cH:26][cH:27][cH:28]4)[c:17]3[cH:18][cH:19]2)[c:5]2[c:6]1[CH2:7][N:8]([CH3:35])[CH2:9]2. Starting materials: C(CCl)Cl (EDC), C=1C=CC2=C(C1)N=NN2O (HOBT), NCC=1C(=C(C(=CC1)Br)OC=1C=C(C#N)C=C(C1)Cl)F (3-{[3-(aminomethyl)-6-bromo-2-fluorophenyl]oxy}-5-chlorobenzonitrile), CC(C)(C)OC(=O)N(C=1NC(=C(N1)Cl)C(=O)O)C(=O)OC(C)(C)C (2-(bis{[(1,1-dimethylethyl)oxy]carbonyl}amino)-4-chloro-1H-imidazole-5-carboxylic acid), FC(C(=O)O)(F)F (trifluoroacetic acid). The solvent is CN(C)C=O (DMF), ClCCl (Dichloromethane). Run at time 1 hour. Yields the product FC(C(=O)O)(F)F.NC=1NC(=C(N1)Cl)C(=O)NCC1=C(C(=C(C=C1)Br)OC1=CC(=CC(=C1)C#N)Cl)F (2-amino-N-({4-bromo-3-[(3-chloro-5-cyanophenyl)oxy]-2-fluorophenyl}methyl)-4-chloro-1H-imidazole-5-carboxamide trifluoroacetate). Yield: 12.2%. RXN SMILES: C(Cl)CCl.C1C=CC2N(O)N=NC=2C=1.[NH2:15][CH2:16][C:17]1[C:18]([F:34])=[C:19]([O:24][C:25]2[CH:26]=[C:27]([CH:30]=[C:31]([Cl:33])[CH:32]=2)[C:28]#[N:29])[C:20]([Br:23])=[CH:21][CH:22]=1.CC(OC([N:42](C(OC(C)(C)C)=O)[C:43]1[NH:44][C:45]([C:49](O)=[O:50])=[C:46]([Cl:48])[N:47]=1)=O)(C)C.[F:59][C:60]([F:65])([F:64])[C:61]([OH:63])=[O:62]>CN(C=O)C.ClCCl>[F:59][C:60]([F:65])([F:64])[C:61]([OH:63])=[O:62].[NH2:42][C:43]1[NH:44][C:45]([C:49]([NH:15][CH2:16][C:17]2[CH:22]=[CH:21][C:20]([Br:23])=[C:19]([O:24][C:25]3[CH:26]=[C:27]([C:28]#[N:29])[CH:30]=[C:31]([Cl:33])[CH:32]=3)[C:18]=2[F:34])=[O:50])=[C:46]([Cl:48])[N:47]=1 |f:7.8|. Reported procedure: EDC (0.029 g, 0.152 mmol) and HOBT (0.021 g, 0.152 mmol) were added to a solution of 3-{[3-(aminomethyl)-6-bromo-2-fluorophenyl]oxy}-5-chlorobenzonitrile (0.049 g, 0.138 mmol) and 2-(bis{[(1,1-dimethylethyl)oxy]carbonyl}amino)-4-chloro-1H-imidazole-5-carboxylic acid (0.050 g, 0.138 mmol) in DMF (2 mL). The mixture was stirred at RT for 1 hr. The reaction mixture was extracted with EtOAc and saturated sodium bicarbonate. The organic layer was dried over sodium sulfate and concentrated to an oil. ... Reactants: ClC=1C(=C(C=CC1)[C@H]1[C@@H](N[C@H]([C@]1(C#N)C1=C(C=C(C=C1)Cl)F)CC(C)(C)C)C(=O)O)F ((2R,3S,4R,5S)-3-(3-chloro-2-fluoro-phenyl)-4-(4-chloro-2-fluoro-phenyl)-4-cyano-5-(2,2-dimethyl-propyl)-pyrrolidine-2-carboxylic acid), CCN(C(C)C)C(C)C (DIPEA), C1(=CC=CC=C1)P(=O)(C1=CC=CC=C1)Cl (DIPHENYLPHOSPHINIC CHLORIDE), COC(=O)C=1OC2=C(C1)C=C(C=C2)N (5-AMINO-BENZOFURAN-2-CARBOXYLIC ACID METHYL ESTER). The solvent is ClCCl (dichloromethane), ClCCl (dichloromethane). Run at time 20 minute. The product is ClC=1C(=C(C=CC1)[C@H]1[C@@H](N[C@H]([C@]1(C#N)C1=C(C=C(C=C1)Cl)F)CC(C)(C)C)C(=O)NC=1C=CC2=C(C=C(O2)C(=O)OC)C1)F (methyl 5-((2R,3S,4R,5S)-3-(3-chloro-2-fluorophenyl)-4-(4-chloro-2-fluorophenyl)-4-cyano-5-neopentylpyrrolidine-2-carboxamido)benzofuran-2-carboxylate). RXN SMILES: [Cl:1][C:2]1[C:3]([F:31])=[C:4]([C@@H:8]2[C@:12]([C:15]3[CH:20]=[CH:19][C:18]([Cl:21])=[CH:17][C:16]=3[F:22])([C:13]#[N:14])[C@H:11]([CH2:23][C:24]([CH3:27])([CH3:26])[CH3:25])[NH:10][C@H:9]2[C:28](O)=[O:29])[CH:5]=[CH:6][CH:7]=1.CCN(C(C)C)C(C)C.C1(P(Cl)(C2C=CC=CC=2)=O)C=CC=CC=1.[CH3:56][O:57][C:58]([C:60]1[O:61][C:62]2[CH:68]=[CH:67][C:66]([NH2:69])=[CH:65][C:63]=2[CH:64]=1)=[O:59]>ClCCl>[Cl:1][C:2]1[C:3]([F:31])=[C:4]([C@@H:8]2[C@:12]([C:15]3[CH:20]=[CH:19][C:18]([Cl:21])=[CH:17][C:16]=3[F:22])([C:13]#[N:14])[C@H:11]([CH2:23][C:24]([CH3:26])([CH3:25])[CH3:27])[NH:10][C@H:9]2[C:28]([NH:69][C:66]2[CH:67]=[CH:68][C:62]3[O:61][C:60]([C:58]([O:57][CH3:56])=[O:59])=[CH:64][C:63]=3[CH:65]=2)=[O:29])[CH:5]=[CH:6][CH:7]=1. Reported procedure: A solution of chiral-(2R,3S,4R,5S)-3-(3-chloro-2-fluoro-phenyl)-4-(4-chloro-2-fluoro-phenyl)-4-cyano-5-(2,2-dimethyl-propyl)-pyrrolidine-2-carboxylic acid (60.9 mg, 0.130 mmol) in dichloromethane (3 ml) was reacted with DIPEA (66.8 mg, 0.517 mmol) and DIPHENYLPHOSPHINIC CHLORIDE (75.8 mg, 0.320 mmol) and stirred for 20 min under argon. 5-AMINO-BENZOFURAN-2-CARBOXYLIC ACID METHYL ESTER (26.0 mg, 0.136 mmol, Biofine,) was added and stirred 2.5 hrs. The reaction mixture was diluted with dichloromet...